Dataset: the Open Reaction Database (ORD), a public repository of structured organic reaction records. Task: describe an organic reaction: reactants, conditions, products, and yield Reactants: OCCCS(=O)(=O)C(C=CC1=CC=CC=C1)C1CCCC(O1)=O (6-[1-(hydroxypropylsulphonyl)-3-phenyl-2-propenyl]tetrahydro-2H-pyran-2-one), [Cr](=O)(=O)([O-])O[Cr](=O)(=O)[O-].[NH+]1=CC=CC=C1.[NH+]1=CC=CC=C1 (pyridinium dichromate). The solvent is CN(C=O)C (dimethyl formamide), O (water). Run at time 20 hour. The product is C(=O)(O)CCS(=O)(=O)C(C=CC1=CC=CC=C1)C1CCCC(O1)=O (6-[1-(carboxyethylsulphonyl)-3-phenyl-2-propenyl]tetrahydro-2H-pyran-2-one). RXN SMILES: [OH:1][CH2:2][CH2:3][CH2:4][S:5]([CH:8]([CH:17]1[O:22][C:21](=[O:23])[CH2:20][CH2:19][CH2:18]1)[CH:9]=[CH:10][C:11]1[CH:16]=[CH:15][CH:14]=[CH:13][CH:12]=1)(=[O:7])=[O:6].[Cr](O[Cr]([O-])(=O)=O)([O-])(=O)=[O:25].[NH+]1C=CC=CC=1.[NH+]1C=CC=CC=1>CN(C)C=O.O>[C:2]([CH2:3][CH2:4][S:5]([CH:8]([CH:17]1[O:22][C:21](=[O:23])[CH2:20][CH2:19][CH2:18]1)[CH:9]=[CH:10][C:11]1[CH:12]=[CH:13][CH:14]=[CH:15][CH:16]=1)(=[O:6])=[O:7])([OH:25])=[O:1] |f:1.2.3|. Procedure: A mixture of 6-[1-(hydroxypropylsulphonyl)-3-phenyl-2-propenyl]tetrahydro-2H-pyran-2-one, (see Example 24) (1.0 g) and pyridinium dichromate (4.67 g) in dimethyl formamide (10 ml) was stirred at room temperature for 20 hours. The mixture was diluted with water and extracted with ethyl acetate to give 6-[1-(carboxyethylsulphonyl)-3-phenyl-2-propenyl]tetrahydro-2H-pyran-2-one as an oil. The lactone was hydrolysed and the disodium salt prepared, as described in Example 22(b) to give the disodium sa... The reactants are ClC=1C=CC(=C(C(=O)NCC2CCOC3=CC(=C(C=C23)S(N)(=O)=O)OC)C1)OC (4-(5-chloro-2-methoxybenzamidomethyl)-6-sulfamoyl-7-methoxychroman), CNC(C(Cl)(Cl)Cl)=O (N-methyltrichloroacetamide). Solvent: CN(C)C=O (DMF). Yields the product ClC=1C=CC(=C(C(=O)NCC2CCOC3=CC(=C(C=C23)S(=O)(=O)NC(=O)NC)OC)C1)OC ((+)-4-(5-Chloro-2-methoxybenzamidomethyl)-6-(methylaminocarbonylaminosulfonyl)-7-methoxychroman). As a reaction SMILES: [Cl:1][C:2]1[CH:3]=[CH:4][C:5]([O:28][CH3:29])=[C:6]([CH:27]=1)[C:7]([NH:9][CH2:10][CH:11]1[C:20]2[C:15](=[CH:16][C:17]([O:25][CH3:26])=[C:18]([S:21](=[O:24])(=[O:23])[NH2:22])[CH:19]=2)[O:14][CH2:13][CH2:12]1)=[O:8].[CH3:30][NH:31][C:32](=[O:37])C(Cl)(Cl)Cl>CN(C=O)C>[Cl:1][C:2]1[CH:3]=[CH:4][C:5]([O:28][CH3:29])=[C:6]([CH:27]=1)[C:7]([NH:9][CH2:10][CH:11]1[C:20]2[C:15](=[CH:16][C:17]([O:25][CH3:26])=[C:18]([S:21]([NH:22][C:32]([NH:31][CH3:30])=[O:37])(=[O:23])=[O:24])[CH:19]=2)[O:14][CH2:13][CH2:12]1)=[O:8]. Procedure details: (+)-4-(5-Chloro-2-methoxybenzamidomethyl)-6-(methylaminocarbonylaminosulfonyl)-7-methoxychroman ##STR58## (+)-4-(5-Chloro-2-methoxybenzamidomethyl)-6-(methylaminocarbonylaminosulfonyl)-7-methoxychroman is prepared analogously to Example 1 from optically active 4-(5-chloro-2-methoxybenzamidomethyl)-6-sulfamoyl-7-methoxychroman and N-methyltrichloroacetamide. Melting point: 242° C.; [α]D20 : +63.4° (c=1, DMF); HPLC: ee 100%. Reactants: C1(=CC(=CC=C1)C(=O)OC)C1=CC=C(C=C1)C(=O)OC (Dimethyl 3,4'-biphenyldicarboxylate), C1(=CC=C(C=C1)C(=O)OC)C1=CC=C(C=C1)C(=O)OC (dimethyl 4,4'-biphenyldicarboxylate). The reagents and catalysts are CC([O-])C.CC([O-])C.CC([O-])C.CC([O-])C.[Ti+4] (titanium tetraisopropoxide). The solvent is C(CO)O (ethylene glycol). Conditions: temperature 280 celsius, time 2 hour. Yields the product C12=CC=C(C=C1)C(=O)OCCOC(=O)C1=CC=C2C=C1 (ethylene 4,4'-biphenyldicarboxylate). RXN SMILES: C1(C2C=CC(C(OC)=O)=CC=2)C=CC=C(C(OC)=O)C=1.[C:21]1([C:31]2[CH:36]=[CH:35][C:34]([C:37]([O:39][CH3:40])=[O:38])=[CH:33][CH:32]=2)[CH:26]=[CH:25][C:24]([C:27]([O:29][CH3:30])=[O:28])=[CH:23][CH:22]=1>CC(C)[O-].CC(C)[O-].CC(C)[O-].CC(C)[O-].[Ti+4].C(O)CO>[C:31]12[C:21]3[CH:26]=[CH:25][C:24](=[CH:23][CH:22]=3)[C:27](=[O:28])[O:29][CH2:30][CH2:40][O:39][C:37](=[O:38])[C:34]([CH:35]=[CH:36]1)=[CH:33][CH:32]=2 |f:2.3.4.5.6|. Procedure details: Dimethyl 3,4'-biphenyldicarboxylate (6.00 g, 0.0222 mole), 18.00 g (0.0666 mole) of dimethyl 4,4'-biphenyldicarboxylate, 12.83 g of ethylene glycol and 20 μL of titanium tetraisopropoxide are added to a 100 mL round bottom flask equipped with a paddle stirrer, 15-cm heated Vigreaux column, distillation head, condenser and graduated receiver. The apparatus is evacuated and refilled with nitrogen three times. A molten salt bath preheated to 220° C. is raised around the flask. After 2 hours, the te...